This data is from the Open Reaction Database (ORD), a public repository of structured organic reaction records. The task is: describe an organic reaction: reactants, conditions, products, and yield Reactants: O=C(O)c1ccc(Cl)cc1Br, CO, O, O=S(=O)(O)O. Yields the product COC(=O)c1ccc(Cl)cc1Br. Reaction SMILES: [Br:6][c:7]1[c:8]([C:9](=[O:10])[OH:11])[cH:12][cH:13][c:14]([Cl:16])[cH:15]1.[CH3:17][OH:18].[OH2:19].[S:1](=[O:2])(=[O:3])([OH:4])[OH:5]>>[Br:6][c:7]1[c:8]([C:9]([O:10][CH3:17])=[O:11])[cH:12][cH:13][c:14]([Cl:16])[cH:15]1. The reactants are [Si](O)(O)(O)O (orthosilicic acid), NC(=O)N (urea), C([O-])([O-])=O.[Na+].[Na+] (sodium carbonate). The product is [Si](O)(O)(O)O.NC(=O)N (urea silicate). Reaction SMILES: [Si:1]([OH:5])([OH:4])([OH:3])[OH:2].[NH2:6][C:7]([NH2:9])=[O:8].C(=O)([O-])[O-].[Na+].[Na+]>>[Si:1]([OH:5])([OH:4])([OH:3])[OH:2].[NH2:6][C:7]([NH2:9])=[O:8] |f:2.3.4,5.6|. Reported procedure: About one mol of gelatinous orthosilicic acid, one mol of urea and about 0.2 mol of sodium carbonate are mixed, heated to 95° to 150° C. for 20 to 60 minutes, thereby producing white granules of urea silicate. Reactants: c1ccc(C(c2ccccc2)N2CCNCC2)cc1, CCN(C(C)C)C(C)C, ClCCl, O=C(O)CN1CCCC(c2ccccc2)C1=O. The product is O=C(CN1CCCC(c2ccccc2)C1=O)N1CCN(C(c2ccccc2)c2ccccc2)CC1. As a reaction SMILES: [CH:1]([c:2]1[cH:3][cH:4][cH:5][cH:6][cH:7]1)([c:8]1[cH:9][cH:10][cH:11][cH:12][cH:13]1)[N:14]1[CH2:15][CH2:16][NH:17][CH2:18][CH2:19]1.[CH:37]([N:38]([CH:39]([CH3:40])[CH3:41])[CH2:42][CH3:43])([CH3:44])[CH3:45].[Cl:46][CH2:47][Cl:48].[O:20]=[C:21]1[N:22]([CH2:33][C:34](=[O:35])[OH:36])[CH2:23][CH2:24][CH2:25][CH:26]1[c:27]1[cH:28][cH:29][cH:30][cH:31][cH:32]1>>[CH:1]([c:2]1[cH:3][cH:4][cH:5][cH:6][cH:7]1)([c:8]1[cH:9][cH:10][cH:11][cH:12][cH:13]1)[N:14]1[CH2:15][CH2:16][N:17]([C:34]([CH2:33][N:22]2[C:21](=[O:20])[CH:26]([c:27]3[cH:28][cH:29][cH:30][cH:31][cH:32]3)[CH2:25][CH2:24][CH2:23]2)=[O:35])[CH2:18][CH2:19]1.